This data is from the Open Reaction Database (ORD), a public repository of structured organic reaction records. The task is: describe an organic reaction: reactants, conditions, products, and yield Reactants: C1CCOC1, COc1ccc(N)cc1O, CC(=O)Nc1ccc(C(=O)c2ccc3c(c2)NC(=O)C3=CO)cc1. Yields the product COc1ccc(NC=C2C(=O)Nc3cc(C(=O)c4ccc(NC(C)=O)cc4)ccc32)cc1O. As a reaction SMILES: [CH2:35]1[O:36][CH2:37][CH2:38][CH2:39]1.[NH2:25][c:26]1[cH:27][cH:28][c:29]([O:33][CH3:34])[c:30]([OH:32])[cH:31]1.[OH:1][CH:2]=[C:3]1[C:4](=[O:24])[NH:5][c:6]2[cH:7][c:8]([C:12](=[O:13])[c:14]3[cH:15][cH:16][c:17]([NH:20][C:21]([CH3:22])=[O:23])[cH:18][cH:19]3)[cH:9][cH:10][c:11]21>>[CH:2](=[C:3]1[C:4](=[O:24])[NH:5][c:6]2[cH:7][c:8]([C:12](=[O:13])[c:14]3[cH:15][cH:16][c:17]([NH:20][C:21]([CH3:22])=[O:23])[cH:18][cH:19]3)[cH:9][cH:10][c:11]21)[NH:25][c:26]1[cH:27][cH:28][c:29]([O:33][CH3:34])[c:30]([OH:32])[cH:31]1. The reactants are COC(C1=CC(C(=O)NC2=CC(=CC(=C2)C(F)(F)F)C(F)(F)F)=C(C=C1)O)=O (N-[3,5-Bis(trifluoromethyl)phenyl]-4-hydroxyisophthalamic acid methyl ester), Cl (hydrochloric acid), CO (methanol), [OH-].[Na+] (sodium hydroxide). The solvent is O1CCCC1 (tetrahydrofuran). The product is FC(C=1C=C(C=C(C1)C(F)(F)F)NC(C=1C=C(C(=O)O)C=CC1O)=O)(F)F (N-[3,5-Bis(trifluoromethyl)phenyl]-4-hydroxyisophthalamic acid). Yield: 97.4%. RXN SMILES: C[O:2][C:3](=[O:28])[C:4]1[CH:26]=[CH:25][C:24]([OH:27])=[C:6]([C:7]([NH:9][C:10]2[CH:15]=[C:14]([C:16]([F:19])([F:18])[F:17])[CH:13]=[C:12]([C:20]([F:23])([F:22])[F:21])[CH:11]=2)=[O:8])[CH:5]=1.CO.[OH-].[Na+].Cl>O1CCCC1>[F:17][C:16]([F:18])([F:19])[C:14]1[CH:15]=[C:10]([NH:9][C:7](=[O:8])[C:6]2[CH:5]=[C:4]([CH:26]=[CH:25][C:24]=2[OH:27])[C:3]([OH:28])=[O:2])[CH:11]=[C:12]([C:20]([F:23])([F:21])[F:22])[CH:13]=1 |f:2.3|. Procedure: N-[3,5-Bis(trifluoromethyl)phenyl]-4-hydroxyisophthalamic acid methyl ester (2.85 g, 7 mmol) was suspended in a mixed solvent of methanol (14 mL) and tetrahydrofuran (14 mL). 2 N aqueous sodium hydroxide (14 mL) was added, and the mixture was refluxed for 2 hours. After cooling, the reaction mixture was added 2 N hydrochloric acid (20 ml) and the separated solid was filtered, washed with water, dried to give the title compound (2.68 g, 97.4%) as a white crystal. Starting materials: CC(C)(C)C#CC=CCBr, CC(C)=O, [Na+], [Na+], O=C([O-])[O-], O. Product: CC(C)(C)C#CC=CCO. RXN SMILES: [Br:1][CH2:2][CH:3]=[CH:4][C:5]#[C:6][C:7]([CH3:8])([CH3:9])[CH3:10].[CH3:18][C:19](=[O:20])[CH3:21].[Na+:11].[Na+:12].[O-:13][C:14](=[O:15])[O-:16].[OH2:17]>>[CH2:2]([CH:3]=[CH:4][C:5]#[C:6][C:7]([CH3:8])([CH3:9])[CH3:10])[OH:13]. The reactants are C(C1=CC=CC=C1)C=1C(=NC2=CC=C(C=C2C1Cl)C(O)(C1=NC=CC=C1)C1=CN=CN1C)C(F)(F)F.C(=O)(C(F)(F)F)O ((3-Benzyl-4-chloro-2-(trifluoromethyl)quinolin-6-yl)(1-methyl-1H-imidazol-5-yl)(pyridin-2-yl)methanol•TFA), C[O-].[Na+] (NaOMe), CO (MeOH). Reaction conditions: temperature 82 celsius. The product is C(C1=CC=CC=C1)C=1C(=NC2=CC=C(C=C2C1OC)C(O)(C1=NC=CC=C1)C1=CN=CN1C)C(F)(F)F.C(=O)(C(F)(F)F)O ((3-Benzyl-4-methoxy-2-(trifluoromethyl)quinolin-6-yl)(1-methyl-1H-imidazol-5-yl)(pyridin-2-yl)methanol•TFA). Reaction SMILES: [CH2:1]([C:8]1[C:9]([C:33]([F:36])([F:35])[F:34])=[N:10][C:11]2[C:16]([C:17]=1Cl)=[CH:15][C:14]([C:19]([C:27]1[N:31]([CH3:32])[CH:30]=[N:29][CH:28]=1)([C:21]1[CH:26]=[CH:25][CH:24]=[CH:23][N:22]=1)[OH:20])=[CH:13][CH:12]=2)[C:2]1[CH:7]=[CH:6][CH:5]=[CH:4][CH:3]=1.[C:37]([OH:43])([C:39]([F:42])([F:41])[F:40])=[O:38].C[O-].[Na+].CO>>[CH2:1]([C:8]1[C:9]([C:33]([F:36])([F:35])[F:34])=[N:10][C:11]2[C:16]([C:17]=1[O:38][CH3:37])=[CH:15][C:14]([C:19]([C:27]1[N:31]([CH3:32])[CH:30]=[N:29][CH:28]=1)([C:21]1[CH:26]=[CH:25][CH:24]=[CH:23][N:22]=1)[OH:20])=[CH:13][CH:12]=2)[C:2]1[CH:7]=[CH:6][CH:5]=[CH:4][CH:3]=1.[C:37]([OH:43])([C:39]([F:42])([F:41])[F:40])=[O:38] |f:0.1,2.3,5.6|. Procedure details: A mixture of (3-benzyl-4-chloro-2-(trifluoromethyl)quinolin-6-yl)(1-methyl-1H-imidazol-5-yl)(pyridin-2-yl)methanol•TFA (84 mg, 0.11 mmol, Example 97) and 0.5 M NaOMe in MeOH (0.80 mL, 0.40 mmol) in a sealed tube was heated at 82° C. for 24 hours. The solvent was evaporated, and the residue was partitioned between EtOAc and water. The organic layer was dried over Na2SO4, filtered, and concentrated. The crude was purified by reverse phase HPLC (water/acetonitrile/0.1% TFA) to provide the title com... Starting materials: COCOC1CCN(CC1)C(=O)[C@H](CC1=CC=CC=C1)O (1(S)-(4-(Methoxymethoxy)piperidin-1-yl-carbonyl)-2-phenylethanol), [H-].[Na+] (sodium hydride), C1CCOC1 (THF), C1CCOC1 (THF), Br[C@@H](C(=O)O)CCCC ((R)-2-bromohexanoic acid), C1CCOC1 (THF), C1CCOC1 (THF). The solvent is CN(C)C=O (DMF). Run at temperature 45 celsius, time 1 hour. Product: COCOC1CCN(CC1)C(=O)[C@@]1(CC=CC=C1)CCO[C@H](C(=O)O)CCCC (2(S)-(1(S)-(4-(Methoxymethoxy)piperidin-1-yl-carbonyl)-phenylethoxy)hexanoic acid). Yield: 60.0%. As a reaction SMILES: [CH3:1][O:2][CH2:3][O:4][CH:5]1[CH2:10][CH2:9][N:8]([C:11]([C@@H:13](O)[CH2:14][C:15]2[CH:20]=[CH:19][CH:18]=CC=2)=[O:12])[CH2:7][CH2:6]1.[H-].[Na+].Br[C@H:25]([CH2:29][CH2:30][CH2:31][CH3:32])[C:26]([OH:28])=[O:27].C1C[O:36][CH2:35][CH2:34]1>CN(C=O)C>[CH3:1][O:2][CH2:3][O:4][CH:5]1[CH2:6][CH2:7][N:8]([C:11]([C@@:13]2([CH2:34][CH2:35][O:36][C@@H:25]([CH2:29][CH2:30][CH2:31][CH3:32])[C:26]([OH:28])=[O:27])[CH:18]=[CH:19][CH:20]=[CH:15][CH2:14]2)=[O:12])[CH2:9][CH2:10]1 |f:1.2|. Reported procedure: 1(S)-(4-(Methoxymethoxy)piperidin-1-yl-carbonyl)-2-phenylethanol (European Patent Application No. EP364804, published Apr. 25, 1991) (43.13 g, 147.2 mmol) in 200 mL dry THF was added dropwise to the suspension of sodium hydride (60% dispersion in oil, 12.36 g, 309.1 mmol) in 136 mL dry THF and 22.7 mL DMF at 45° C. oil bath temperature under N2 atmosphere. The addition took approximately 1 h. The mixture was allowed to stir at 45° C. for additional 3 h. The gray suspension turned white after sti... Starting materials: CCN(C(C)C)C(C)C, COc1ccc(N2CCOCC2)c2sc(-c3nc4c([nH]3)CCNC4)nc12, CCOC(=O)Cl, Cl, NCc1ccccc1, C1CCOC1. Yields the product CCOC(=O)N1CCc2[nH]c(-c3nc4c(OC)ccc(N5CCOCC5)c4s3)nc2C1. Reaction SMILES: [CH2:28]([N:29]([CH:30]([CH3:31])[CH3:32])[CH:33]([CH3:34])[CH3:35])[CH3:36].[CH3:2][O:3][c:4]1[cH:5][cH:6][c:7]([N:22]2[CH2:23][CH2:24][O:25][CH2:26][CH2:27]2)[c:8]2[c:9]1[n:10][c:11](-[c:13]1[nH:14][c:15]3[c:16]([n:21]1)[CH2:17][NH:18][CH2:19][CH2:20]3)[s:12]2.[Cl:37][C:38](=[O:39])[O:40][CH2:41][CH3:42].[ClH:1].[NH2:43][CH2:44][c:45]1[cH:46][cH:47][cH:48][cH:49][cH:50]1.[O:51]1[CH2:52][CH2:53][CH2:54][CH2:55]1>>[CH3:2][O:3][c:4]1[cH:5][cH:6][c:7]([N:22]2[CH2:23][CH2:24][O:25][CH2:26][CH2:27]2)[c:8]2[c:9]1[n:10][c:11](-[c:13]1[nH:14][c:15]3[c:16]([n:21]1)[CH2:17][N:18]([C:38](=[O:39])[O:40][CH2:41][CH3:42])[CH2:19][CH2:20]3)[s:12]2.